This data is from the Open Reaction Database (ORD), a public repository of structured organic reaction records. The task is: describe an organic reaction: reactants, conditions, products, and yield The reactants are C(CCC)[Li] (n-butyllithium), C(C)OC#C (ethoxy acetylene), C(CCC)[Sn](CCCC)(CCCC)Cl (tributyltin chloride). Run in C(C)OCC (ethyl ether), C(C)OCC (ethyl ether). Run at temperature -35 celsius, time 2 hour. The product is C(CCC)[Sn](C#COCC)(CCCC)CCCC (tributyl(ethoxyethynyl)stannane). As a reaction SMILES: C([Li])CCC.[CH2:6]([O:8][C:9]#[CH:10])[CH3:7].[CH2:11]([Sn:15](Cl)([CH2:20][CH2:21][CH2:22][CH3:23])[CH2:16][CH2:17][CH2:18][CH3:19])[CH2:12][CH2:13][CH3:14]>C(OCC)C>[CH2:20]([Sn:15]([CH2:11][CH2:12][CH2:13][CH3:14])([CH2:16][CH2:17][CH2:18][CH3:19])[C:10]#[C:9][O:8][CH2:6][CH3:7])[CH2:21][CH2:22][CH3:23]. Reported procedure: A solution of n-butyllithium (18.7 mL-1.6 M in hexanes, 30.0 mmole) was added to anhydrous ethyl ether (20 mL) and the resulting mixture was then cooled to −30 to −40 ° C. A solution of ethoxy acetylene (5.00 g-40% in hexanes, 28.5 mmole) in ethyl ether (10 mL) was then added dropwise over 10 minutes. The resulting suspension was allowed to warm to room temperature, tributyltin chloride (9.29 g, 28.5 mmole) was added dropwise over 10 minutes and the mixture was stirred for 2 hrs. The mixture was... Starting materials: S1C(=CC=C1)SCC(CCCCCCCCCC)=O (1-(thiophen-2-ylsulfanyl)-dodecan-2-one), 15. Run in ClC1=CC=CC=C1 (chlorobenzene). Yields the product C(CCCCCCCCC)C1=CSC=2SC=CC21 (3-Decyl-thieno[2,3-b]thiophene). Yield: 56.3%. As a reaction SMILES: [S:1]1[CH:5]=[CH:4][CH:3]=[C:2]1[S:6][CH2:7][C:8](=O)[CH2:9][CH2:10][CH2:11][CH2:12][CH2:13][CH2:14][CH2:15][CH2:16][CH2:17][CH3:18]>ClC1C=CC=CC=1>[CH2:9]([C:8]1[C:3]2[CH:4]=[CH:5][S:1][C:2]=2[S:6][CH:7]=1)[CH2:10][CH2:11][CH2:12][CH2:13][CH2:14][CH2:15][CH2:16][CH2:17][CH3:18]. Procedure: A solution of 1-(thiophen-2-ylsulfanyl)-dodecan-2-one (3.40 g, 11.4 mmol) and amberlyst 15 (5.5 g) in chlorobenzene (200 mL) are refluxed over 4 A molecular sieves (Soxhlet) for 16 h. The reaction is cooled, filtered and concentrated under reduced pressure. The resulting residue is dissolved in petrol and filtered though a small plug of silica to remove coloured impurities. The organics are concentrated under reduced pressure and further purified by column chromatography over RP18 silica (eluant... Reactants: ClC(Cl)(Br)C(Cl)(Cl)Br, CCOCC, OCc1cc(Cl)cc(Cl)c1, c1ccc(P(c2ccccc2)c2ccccc2)cc1. Product: Clc1cc(Cl)cc(CBr)c1. As a reaction SMILES: [Br:30][C:31]([Cl:32])([Cl:33])[C:34]([Cl:35])([Cl:36])[Br:37].[CH3:38][CH2:39][O:40][CH2:41][CH3:42].[Cl:20][c:21]1[cH:22][c:23]([CH2:24][OH:25])[cH:26][c:27]([Cl:29])[cH:28]1.[c:1]1([P:2]([c:3]2[cH:4][cH:5][cH:6][cH:7][cH:8]2)[c:9]2[cH:10][cH:11][cH:12][cH:13][cH:14]2)[cH:15][cH:16][cH:17][cH:18][cH:19]1>>[Cl:20][c:21]1[cH:22][c:23]([CH2:24][Br:30])[cH:26][c:27]([Cl:29])[cH:28]1. Starting materials: CNc1ccc(F)cc1F, O=C(O)c1cc2c(s1)-c1ccccc1OCC2. Yields the product CN(C(=O)c1cc2c(s1)-c1ccccc1OCC2)c1ccc(F)cc1F. Reaction SMILES: [F:18][c:19]1[c:20]([NH:21][CH3:22])[cH:23][cH:24][c:25]([F:27])[cH:26]1.[s:1]1[c:2]([C:15](=[O:16])[OH:17])[cH:3][c:4]2[c:5]1-[c:6]1[c:7]([cH:11][cH:12][cH:13][cH:14]1)[O:8][CH2:9][CH2:10]2>>[s:1]1[c:2]([C:15](=[O:17])[N:21]([c:20]2[c:19]([F:18])[cH:26][c:25]([F:27])[cH:24][cH:23]2)[CH3:22])[cH:3][c:4]2[c:5]1-[c:6]1[c:7]([cH:11][cH:12][cH:13][cH:14]1)[O:8][CH2:9][CH2:10]2. Starting materials: OC(C(N[C@H](C)C1=CC=CC=C1)=O)[C@H](CCCCNC(=O)NC)NC(OCC1(CCC1)CC1=C(C=CC=C1F)F)=O ([1-(2,6-difluorobenzyl)cyclobutyl]methyl(1S)-1-(1-hydroxy-2-oxo-2-{[(1R)-1-phenylethyl]amino}ethyl)-5-{[(methylamino)carbonyl]amino}pentylcarbamate), OC(C(N[C@H](C)C1=CC=CC=C1)=O)[C@H](CCCCNC(=O)N1CCOCC1)NC(OCC1(CCCCC1)CC1=CC=CC=C1)=O ((1-benzylcyclohexyl)methyl(1S)-1-(1-hydroxy-2-oxo-2-{[(1R)-1-phenylethyl]amino}ethyl)-5-[(4-morpholinylcarbonyl)amino]pentylcarbamate). Yields the product CNC(=O)NCCCC[C@@H](C(C(N[C@H](C)C1=CC=CC=C1)=O)=O)NC(OCC1(CCC1)CC1=C(C=CC=C1F)F)=O ([1-(2,6-Difluorobenzyl)cyclobutyl]methyl(1S)-5-{[(methylamino)carbonyl]amino}-1-(oxo{[(1R)-1-phenylethyl]amino}acetyl)pentylcarbamate). Reaction SMILES: [OH:1][CH:2]([C@@H:14]([NH:24][C:25](=[O:41])[O:26][CH2:27][C:28]1([CH2:32][C:33]2[C:38]([F:39])=[CH:37][CH:36]=[CH:35][C:34]=2[F:40])[CH2:31][CH2:30][CH2:29]1)[CH2:15][CH2:16][CH2:17][CH2:18][NH:19][C:20]([NH:22][CH3:23])=[O:21])[C:3](=[O:13])[NH:4][C@@H:5]([C:7]1[CH:12]=[CH:11][CH:10]=[CH:9][CH:8]=1)[CH3:6].OC([C@@H](NC(=O)OCC1(CC2C=CC=CC=2)CCCCC1)CCCCNC(N1CCOCC1)=O)C(=O)N[C@@H](C1C=CC=CC=1)C>>[CH3:23][NH:22][C:20]([NH:19][CH2:18][CH2:17][CH2:16][CH2:15][C@H:14]([NH:24][C:25](=[O:41])[O:26][CH2:27][C:28]1([CH2:32][C:33]2[C:34]([F:40])=[CH:35][CH:36]=[CH:37][C:38]=2[F:39])[CH2:29][CH2:30][CH2:31]1)[C:2](=[O:1])[C:3](=[O:13])[NH:4][C@@H:5]([C:7]1[CH:12]=[CH:11][CH:10]=[CH:9][CH:8]=1)[CH3:6])=[O:21]. Procedure details: [1-(2,6-Difluorobenzyl)cyclobutyl]methyl(1S)-5-{[(methylamino)carbonyl]amino}-1-(oxo{[(1R)-1-phenylethyl]amino}acetyl)pentylcarbamate was prepared as in example 9j except that [1-(2,6-difluorobenzyl)cyclobutyl]methyl(1S)-1-(1-hydroxy-2-oxo-2-{[(1R)-1-phenylethyl]amino}ethyl)-5-{[(methylamino)carbonyl]amino}pentylcarbamate was substituted for (1-benzylcyclohexyl)methyl(1S)-1-(1-hydroxy-2-oxo-2-{[(1R)-1-phenylethyl]amino}ethyl)-5-[(4-morpholinylcarbonyl)amino]pentylcarbamate. 1H NMR (300 MHz, DMSO... Starting materials: CC1=CC(=NC=C1)C=O (4-methyl-2-pyridine-carboxaldehyde), C(C)C1=CC(=NC=C1)CO (4-ethyl-2-hydroxymethylpyridine). Product: C(C)C1=CC(=NC=C1)C=O (4-ethyl-2-pyridinecarboxaldehyde). Yield: 84.2%. As a reaction SMILES: CC1C=CN=C(C=O)C=1.[CH2:10]([C:12]1[CH:17]=[CH:16][N:15]=[C:14]([CH2:18][OH:19])[CH:13]=1)[CH3:11]>>[CH2:10]([C:12]1[CH:17]=[CH:16][N:15]=[C:14]([CH:18]=[O:19])[CH:13]=1)[CH3:11]. Procedure details: In a manner similar to that described for the preparation of 4-methyl-2-pyridine-carboxaldehyde, 4-ethyl-2-hydroxymethylpyridine (1.60 g, 11.68 mmol) yielded 1.33 g (84%) of 4-ethyl-2-pyridinecarboxaldehyde. Product: FC(C=1C=C(C=C(C1)C(F)(F)F)[C@@H]1[C@@H](N(C(O1)=O)CC1=C(C=CC(=C1)SC)C1=C(C=C(C(=C1)C(C)C)F)OC)C)(F)F ((4S,5R)-5-[3,5-bis(trifluoromethyl)phenyl]-3-{[4′-fluoro-5′-isopropyl-2′-methoxy-4-(methylthio)biphenyl-2-yl]methyl}-4-methyl-1,3-oxazolidin-2-one). As a reaction SMILES: N[C:2]1[CH:7]=[CH:6][C:5]([C:8]2[CH:13]=[C:12]([CH:14]([CH3:16])[CH3:15])[C:11]([F:17])=[CH:10][C:9]=2[O:18][CH3:19])=[C:4]([CH2:20][N:21]2[C@@H:25]([CH3:26])[C@@H:24]([C:27]3[CH:32]=[C:31]([C:33]([F:36])([F:35])[F:34])[CH:30]=[C:29]([C:37]([F:40])([F:39])[F:38])[CH:28]=3)[O:23][C:22]2=[O:41])[CH:3]=1.N(OC(C)(C)C)=O.[CH3:49][S:50]SC>>[F:34][C:33]([F:35])([F:36])[C:31]1[CH:32]=[C:27]([C@H:24]2[O:23][C:22](=[O:41])[N:21]([CH2:20][C:4]3[CH:3]=[C:2]([S:50][CH3:49])[CH:7]=[CH:6][C:5]=3[C:8]3[CH:13]=[C:12]([CH:14]([CH3:15])[CH3:16])[C:11]([F:17])=[CH:10][C:9]=3[O:18][CH3:19])[C@H:25]2[CH3:26])[CH:28]=[C:29]([C:37]([F:39])([F:38])[F:40])[CH:30]=1. The reactants are NC1=CC(=C(C=C1)C1=C(C=C(C(=C1)C(C)C)F)OC)CN1C(O[C@@H]([C@@H]1C)C1=CC(=CC(=C1)C(F)(F)F)C(F)(F)F)=O ((4S,5R)-3-[(4-amino-4′-fluoro-5′-isopropyl-2′-methoxybiphenyl-2-yl)methyl]-5-[3,5-bis(trifluoromethyl)phenyl]-4-methyl-1,3-oxazolidin-2-one), N(=O)OC(C)(C)C (tert-butyl nitrite), CSSC (methyl disulfide). Conditions: temperature 80 celsius, time 30 minute. Procedure: To a solution (4S,5R)-3-[(4-amino-4′-fluoro-5′-isopropyl-2′-methoxybiphenyl-2-yl)methyl]-5-[3,5-bis(trifluoromethyl)phenyl]-4-methyl-1,3-oxazolidin-2-one (200 mg, 0.34 mmol) in methyl disulfide (2 mL) was added tert-butyl nitrite (70 mg, 0.68 mmol). The resulting mixture was stirred at 80° C. for 30 min. An aliquot indicated completion of the reaction. The titled compound was obtained as a glassy material after two preparative TLC plates using respectively 20% EtOAc in hexanes and 10% EtOAc in d... Yields the product O=C(NC(Cc1ccc(Cl)c(Cl)c1)C(=O)NCc1cccc(Cl)c1)c1ccc(Cl)cc1NS(=O)(=O)c1cccc2nsnc12. The reactants are NCc1cccc(Cl)c1, O=C(NC(Cc1ccc(Cl)c(Cl)c1)C(=O)O)c1ccc(Cl)cc1NS(=O)(=O)c1cccc2nsnc12. As a reaction SMILES: [Cl:37][c:38]1[cH:39][c:40]([CH2:41][NH2:42])[cH:43][cH:44][cH:45]1.[n:1]1[c:2]2[c:3]([n:4][s:5]1)[c:6]([S:10](=[O:11])(=[O:12])[NH:13][c:14]1[c:15]([C:16](=[O:17])[NH:18][CH:19]([C:20](=[O:21])[OH:22])[CH2:23][c:24]3[cH:25][c:26]([Cl:31])[c:27]([Cl:30])[cH:28][cH:29]3)[cH:32][cH:33][c:34]([Cl:36])[cH:35]1)[cH:7][cH:8][cH:9]2>>[n:1]1[c:2]2[c:3]([n:4][s:5]1)[c:6]([S:10](=[O:11])(=[O:12])[NH:13][c:14]1[c:15]([C:16](=[O:17])[NH:18][CH:19]([C:20](=[O:22])[NH:42][CH2:41][c:40]3[cH:39][c:38]([Cl:37])[cH:45][cH:44][cH:43]3)[CH2:23][c:24]3[cH:25][c:26]([Cl:31])[c:27]([Cl:30])[cH:28][cH:29]3)[cH:32][cH:33][c:34]([Cl:36])[cH:35]1)[cH:7][cH:8][cH:9]2. Conditions: temperature -70 celsius, time 2 hour. Reaction SMILES: [Li]CCCC.[CH3:6][O:7][C:8]1[CH:12]=[CH:11][S:10][CH:9]=1.Cl[Si:14]([CH3:17])([CH3:16])[CH3:15]>CCOCC>[CH3:15][Si:14]([CH3:17])([CH3:16])[C:9]1[S:10][CH:11]=[CH:12][C:8]=1[O:7][CH3:6]. Product: C[Si](C=1SC=CC1OC)(C)C (2-Trimethylsilyl-3-methoxythiophene). Solvent: CCOCC (Et2O). Procedure details: A solution of n-BuLi (19.7 mL of 1.6 M in hexanes, 31.5 mmol) is added dropwise to a solution of 3-methoxythiophene (3.0 g, 26.3 mmol) in anhydrous Et2O (20 mL) under nitrogen at −70° C. The mixture is stirred at −70° C. for 2 hr. Chlorotrimethylsilane (4.5 mL, 35.4 mmol) is added slowly to the solution. The mixture is warmed to room temperature and stirred for 3 hr. The reaction is quenched with water (50 mL) and hexanes (100 mL). The aqueous layer is extracted with hexanes (50 mL). The combine... Starting materials: [Li]CCCC (n-BuLi), COC1=CSC=C1 (3-methoxythiophene), Cl[Si](C)(C)C (Chlorotrimethylsilane). Isolated yield 81.6%.